Dataset: the Open Reaction Database (ORD), a public repository of structured organic reaction records. Task: describe an organic reaction: reactants, conditions, products, and yield The reactants are CC1(C)OB(c2ccc(N)cc2)OC1(C)C, COCCOC, Clc1ccc(Cl)nn1, [Na+], [Na+], O=C([O-])[O-], O, c1ccc(P(c2ccccc2)(c2ccccc2)[Pd](P(c2ccccc2)(c2ccccc2)c2ccccc2)(P(c2ccccc2)(c2ccccc2)c2ccccc2)P(c2ccccc2)(c2ccccc2)c2ccccc2)cc1. Yields the product Nc1ccc(-c2ccc(Cl)nn2)cc1. As a reaction SMILES: [CH3:1][C:2]1([CH3:3])[C:4]([CH3:5])([CH3:6])[O:7][B:8]([c:9]2[cH:10][cH:11][c:12]([NH2:15])[cH:13][cH:14]2)[O:16]1.[CH3:32][O:33][CH2:34][CH2:35][O:36][CH3:37].[Cl:17][c:18]1[n:19][n:20][c:21]([Cl:24])[cH:22][cH:23]1.[Na+:25].[Na+:26].[O-:27][C:28](=[O:29])[O-:30].[OH2:31].[cH:38]1[cH:39][cH:40][c:41]([P:42]([Pd:43]([P:44]([c:45]2[cH:46][cH:47][cH:48][cH:49][cH:50]2)([c:51]2[cH:52][cH:53][cH:54][cH:55][cH:56]2)[c:57]2[cH:58][cH:59][cH:60][cH:61][cH:62]2)([P:63]([c:64]2[cH:65][cH:66][cH:67][cH:68][cH:69]2)([c:70]2[cH:71][cH:72][cH:73][cH:74][cH:75]2)[c:76]2[cH:77][cH:78][cH:79][cH:80][cH:81]2)[P:82]([c:83]2[cH:84][cH:85][cH:86][cH:87][cH:88]2)([c:89]2[cH:90][cH:91][cH:92][cH:93][cH:94]2)[c:95]2[cH:96][cH:97][cH:98][cH:99][cH:100]2)([c:101]2[cH:102][cH:103][cH:104][cH:105][cH:106]2)[c:107]2[cH:108][cH:109][cH:110][cH:111][cH:112]2)[cH:113][cH:114]1>>[c:9]1(-[c:21]2[n:20][n:19][c:18]([Cl:17])[cH:23][cH:22]2)[cH:10][cH:11][c:12]([NH2:15])[cH:13][cH:14]1. The reactants are OCc1ccc(Br)cc1OC1CCCCC1, ClCCl, O, O=S(Cl)Cl. Product: ClCc1ccc(Br)cc1OC1CCCCC1. As a reaction SMILES: [Br:1][c:2]1[cH:3][c:4]([O:10][CH:11]2[CH2:12][CH2:13][CH2:14][CH2:15][CH2:16]2)[c:5]([CH2:8][OH:9])[cH:6][cH:7]1.[Cl:22][CH2:23][Cl:24].[OH2:21].[S:17]([Cl:18])([Cl:19])=[O:20]>>[Br:1][c:2]1[cH:3][c:4]([O:10][CH:11]2[CH2:12][CH2:13][CH2:14][CH2:15][CH2:16]2)[c:5]([CH2:8][Cl:19])[cH:6][cH:7]1. The reactants are CC1CCC2=C(SC=C2S(=O)(=O)Cl)C1=O (6-methyl-7-oxo-4,5,6,7-tetrahydrobenzo[b]thiophene-3-sulfonyl chloride), FC1=CC=C(C=C1)C(CNC)O (1-(4-fluorophenyl)-2-methylamino ethanol). The product is FC1=CC=C(C=C1)C(CN(S(=O)(=O)C=1C2=C(SC1)C(C(CC2)C)=O)C)O (6-Methyl-7-oxo-4,5,6,7-tetrahydrobenzo[b]thiophene-3-sulfonic acid[2-(4-fluorophenyl)2-hydroxyethyl]-methyl-amide). Reaction SMILES: [CH3:1][CH:2]1[C:14](=[O:15])[C:6]2[S:7][CH:8]=[C:9]([S:10](Cl)(=[O:12])=[O:11])[C:5]=2[CH2:4][CH2:3]1.[F:16][C:17]1[CH:22]=[CH:21][C:20]([CH:23]([OH:27])[CH2:24][NH:25][CH3:26])=[CH:19][CH:18]=1>>[F:16][C:17]1[CH:18]=[CH:19][C:20]([CH:23]([OH:27])[CH2:24][N:25]([CH3:26])[S:10]([C:9]2[C:5]3[CH2:4][CH2:3][CH:2]([CH3:1])[C:14](=[O:15])[C:6]=3[S:7][CH:8]=2)(=[O:12])=[O:11])=[CH:21][CH:22]=1. Procedure: From 6-methyl-7-oxo-4,5,6,7-tetrahydrobenzo[b]thiophene-3-sulfonyl chloride (the compound of Preparation Example 13) (140 mg) and 1-(4-fluorophenyl)-2-methylamino ethanol (the compound of Preparation Example 17) (108 mg), the title compound (orange oily substance) (155 mg) was obtained as a mixture of diastereomers, in the same way as Preparation Example 41.